Dataset: the Open Reaction Database (ORD), a public repository of structured organic reaction records. Task: describe an organic reaction: reactants, conditions, products, and yield Reactants: NC=1C=C(OC2=C3C(=NC=C2)NC(N3)=O)C=CC1 (7-(3-aminophenoxy)-1H-imidazo[4,5-b]pyridin-2(3H)-one), FC(OC=1C=C(C(=O)Cl)C=CC1)(F)F (3-(trifluoromethoxy)benzoyl chloride). The product is O=C1NC=2C(=NC=CC2OC=2C=C(C=CC2)NC(C2=CC(=CC=C2)OC(F)(F)F)=O)N1 (N-(3-(2-oxo-2,3-dihydro-1H-imidazo[4,5-b]pyridin-7-yloxy)phenyl)-3-(trifluoromethoxy)benzamide). The yield is 64.0%. As a reaction SMILES: [NH2:1][C:2]1[CH:3]=[C:4]([CH:16]=[CH:17][CH:18]=1)[O:5][C:6]1[CH:11]=[CH:10][N:9]=[C:8]2[NH:12][C:13](=[O:15])[NH:14][C:7]=12.[F:19][C:20]([F:32])([F:31])[O:21][C:22]1[CH:23]=[C:24]([CH:28]=[CH:29][CH:30]=1)[C:25](Cl)=[O:26]>>[O:15]=[C:13]1[NH:12][C:8]2=[N:9][CH:10]=[CH:11][C:6]([O:5][C:4]3[CH:3]=[C:2]([NH:1][C:25](=[O:26])[C:24]4[CH:28]=[CH:29][CH:30]=[C:22]([O:21][C:20]([F:19])([F:31])[F:32])[CH:23]=4)[CH:18]=[CH:17][CH:16]=3)=[C:7]2[NH:14]1. Procedure details: Method H was used with 7-(3-aminophenoxy)-1H-imidazo[4,5-b]pyridin-2(3H)-one and 3-(trifluoromethoxy)benzoyl chloride to afford the title compound as an off-white solid (36 mg, 64%). 1H-NMR (δ, ppm, DMSO-d6): 6.50 (d, 1H, HPy,5, J=6.0 Hz), 6.93 (d, 1H, Harom, J=7.0 Hz), 7.44 (ps t, 1H, Harom, J=8.0 Hz), 7.62 (s, 1H, Harom), 7.64-7.69 (m, 3H, Harom), 7.81 (d, 1H, HPy,6, J=6.0 Hz), 7.88 (s, 1H, Harom), 7.99 (d, 1H, Harom, J=8.0 Hz), 10.47 (s, 1H, NHamide), 11.20 (s, 1H, NHPy3), 11.39 (s, 1H, NHPy2... The reactants are [H-].[Na+] (sodium hydride), O (water), ClC=1C=C(C=C(C1)Cl)NC(C(C)(N1COC(=C(C1=O)C1=CC=CC=C1)C)C)=O (N-(3,5-dichlorophenyl)-2-methyl-2-(6-methyl-5-phenyl-2,3-dihydro-4-oxo-4H-1,3-oxazin-3-yl)-propanamide), CI (methyl iodide). Run in oil, CN(C)C=O (DMF). Run at time 30 minute. Yields the product ClC=1C=C(C=C(C1)Cl)N(C(C(C)(N1COC(=C(C1=O)C1=CC=CC=C1)C)C)=O)C (N-(3,5-dichlorophenyl)-N-methyl-2-methyl-2-(6-methyl-5-phenyl-2,3-dihydro-4-oxo-4H-1,3-oxazin-3-yl)-propanamide). Yield: 82.2%. As a reaction SMILES: [Cl:1][C:2]1[CH:3]=[C:4]([NH:9][C:10](=[O:28])[C:11]([CH3:27])([N:13]2[C:18](=[O:19])[C:17]([C:20]3[CH:25]=[CH:24][CH:23]=[CH:22][CH:21]=3)=[C:16]([CH3:26])[O:15][CH2:14]2)[CH3:12])[CH:5]=[C:6]([Cl:8])[CH:7]=1.[H-].[Na+].[CH3:31]I.O>CN(C=O)C>[Cl:1][C:2]1[CH:3]=[C:4]([N:9]([CH3:31])[C:10](=[O:28])[C:11]([CH3:12])([N:13]2[C:18](=[O:19])[C:17]([C:20]3[CH:25]=[CH:24][CH:23]=[CH:22][CH:21]=3)=[C:16]([CH3:26])[O:15][CH2:14]2)[CH3:27])[CH:5]=[C:6]([Cl:8])[CH:7]=1 |f:1.2|. Procedure: A solution of N-(3,5-dichlorophenyl)-2-methyl-2-(6-methyl-5-phenyl-2,3-dihydro-4-oxo-4H-1,3-oxazin-3-yl)-propanamide (0.6 g) in 2 ml of DMF was cooled in an ice bath and 60% sodium hydride in oil (0.06 g) was added. The mixture was stirred at room temperature for 30 min. and subsequently methyl iodide (0.31 g) was added and the mixture was stirred at room temperature for 5 h. Then the reaction mixture was poured into water and extracted with ethyl acetate. The organic layer was washed with brine... Starting materials: COC(OC)C(N)Cc1ccccc1, Cc1ccccc1, O=Cc1ccccc1O. Product: COC(OC)C(Cc1ccccc1)N=Cc1ccccc1O. RXN SMILES: [CH2:1]([c:2]1[cH:3][cH:4][cH:5][cH:6][cH:7]1)[CH:8]([CH:9]([O:10][CH3:11])[O:12][CH3:13])[NH2:14].[CH3:24][c:25]1[cH:26][cH:27][cH:28][cH:29][cH:30]1.[CH:15](=[O:16])[c:17]1[cH:18][cH:19][cH:20][cH:21][c:22]1[OH:23]>>[CH2:1]([c:2]1[cH:3][cH:4][cH:5][cH:6][cH:7]1)[CH:8]([CH:9]([O:10][CH3:11])[O:12][CH3:13])[N:14]=[CH:15][c:17]1[cH:18][cH:19][cH:20][cH:21][c:22]1[OH:23].